This data is from the Open Reaction Database (ORD), a public repository of structured organic reaction records. The task is: describe an organic reaction: reactants, conditions, products, and yield The reactants are C(C)(C)(C)OC(=O)N1C(CC(C1)OS(=O)(=O)C)CO (2-(Hydroxymethyl)-4-(methanesulfonyloxy)pyrrolidine-1-carboxylic acid tert-butyl ester), CS(=O)(=O)Cl (methanesulfonylchloride). Run in N1=CC=CC=C1 (pyridine), C(C)(=O)OCC (ethyl acetate). Conditions: time 8 hour. Product: C(C)(C)(C)OC(=O)N1C(CC(C1)OS(=O)(=O)C)COS(=O)(=O)C (2-(Methanesulfonyloxymethyl)-4-(methanesulfonyloxy)pyrrolidine-1-carboxylic acid tert-butyl ester). Reaction SMILES: [C:1]([O:5][C:6]([N:8]1[CH2:12][CH:11]([O:13][S:14]([CH3:17])(=[O:16])=[O:15])[CH2:10][CH:9]1[CH2:18][OH:19])=[O:7])([CH3:4])([CH3:3])[CH3:2].[CH3:20][S:21](Cl)(=[O:23])=[O:22]>N1C=CC=CC=1.C(OCC)(=O)C>[C:1]([O:5][C:6]([N:8]1[CH2:12][CH:11]([O:13][S:14]([CH3:17])(=[O:15])=[O:16])[CH2:10][CH:9]1[CH2:18][O:19][S:21]([CH3:20])(=[O:23])=[O:22])=[O:7])([CH3:4])([CH3:3])[CH3:2]. Reported procedure: 2-(Hydroxymethyl)-4-(methanesulfonyloxy)pyrrolidine-1-carboxylic acid tert-butyl ester (1.715 g) was dissolved in pyridine (20 ml), and methanesulfonylchloride (0.6 ml) was added thereto. The reaction mixture was stirred at room temperature overnight, diluted with ethyl acetate, and washed with 1 N hydrochloric acid. The organic layer was dried over anhydrous magnesium sulfate, filtered, and the filtrate was concentrated under reduced pressure to give 2 g of the title compound. The reactants are ClC1=NC(=C2N=C(N(C2=N1)C)CN1CCN(CC1)S(=O)(=O)C)N1CCOCC1 (4-(2-Chloro-9-methyl-8-((4-(methylsulfonyl)piperazin-1-yl)methyl)-9H-purin-6-yl)morpholine), COC1=NC=C(C=N1)B(O)O (2-methoxypyrimidin-5-ylboronic acid). Yields the product COC1=NC=C(C=N1)C1=NC(=C2N=C(N(C2=N1)C)CN1CCN(CC1)S(=O)(=O)C)N1CCOCC1 (4-(2-(2-methoxypyrimidin-5-yl)-9-methyl-8-((4-(methylsulfonyl)piperazin-1-yl)methyl)-9H-purin-6-yl)morpholine). As a reaction SMILES: Cl[C:2]1[N:10]=[C:9]2[C:5]([N:6]=[C:7]([CH2:12][N:13]3[CH2:18][CH2:17][N:16]([S:19]([CH3:22])(=[O:21])=[O:20])[CH2:15][CH2:14]3)[N:8]2[CH3:11])=[C:4]([N:23]2[CH2:28][CH2:27][O:26][CH2:25][CH2:24]2)[N:3]=1.[CH3:29][O:30][C:31]1[N:36]=[CH:35][C:34](B(O)O)=[CH:33][N:32]=1>>[CH3:29][O:30][C:31]1[N:36]=[CH:35][C:34]([C:2]2[N:10]=[C:9]3[C:5]([N:6]=[C:7]([CH2:12][N:13]4[CH2:18][CH2:17][N:16]([S:19]([CH3:22])(=[O:21])=[O:20])[CH2:15][CH2:14]4)[N:8]3[CH3:11])=[C:4]([N:23]3[CH2:28][CH2:27][O:26][CH2:25][CH2:24]3)[N:3]=2)=[CH:33][N:32]=1. Procedure: 4-(2-Chloro-9-methyl-8-((4-(methylsulfonyl)piperazin-1-yl)methyl)-9H-purin-6-yl)morpholine (50 mg) was reacted with 2-methoxypyrimidin-5-ylboronic acid via General Procedure A and purified via reverse phase HPLC to give 5.5 mg 136 as a white solid. MS (Q1) 504.3 (M)+. The reactants are BrCCCCBr (1,4-dibromobutane), O (water), N(NC(=O)OC(C)(C)C)C(=O)OC(C)(C)C (di-tert-butyl hydrazine-1,2-dicarboxylate), [H-].[Na+] (sodium hydride), suspension, O (water). The solvent is CN(C=O)C (N,N-dimethylformamide), CN(C=O)C (N,N-dimethylformamide). Run at time 30 minute. Product: C(C)(C)(C)OC(=O)N1N(CCCC1)C(=O)OC(C)(C)C (tetrahydropyridazine-1,2-dicarboxylic acid di-tert-butyl ester). The yield is 113.4%. RXN SMILES: [NH:1]([C:10]([O:12][C:13]([CH3:16])([CH3:15])[CH3:14])=[O:11])[NH:2][C:3]([O:5][C:6]([CH3:9])([CH3:8])[CH3:7])=[O:4].[H-].[Na+].Br[CH2:20][CH2:21][CH2:22][CH2:23]Br.O>CN(C)C=O>[C:13]([O:12][C:10]([N:1]1[CH2:23][CH2:22][CH2:21][CH2:20][N:2]1[C:3]([O:5][C:6]([CH3:7])([CH3:8])[CH3:9])=[O:4])=[O:11])([CH3:16])([CH3:15])[CH3:14] |f:1.2|. Procedure details: A solution of di-tert-butyl hydrazine-1,2-dicarboxylate (10 g, 43.1 mmol) in dry N,N-dimethylformamide (25 ml) was added to a stirred suspension of sodium hydride (3.79 g of a 60% suspension in mineral oil, 95 mmol) in dry N,N-dimethylformamide (175 ml) at 0° C. under nitrogen. The reaction mixture was stirred for 30 minutes and then 1,4-dibromobutane (9.3 g, 43.1 mmol) was added within half a minute. The reaction was stirred at room temperature overnight. Then water (˜20 ml) was added carefully...